This data is from the Open Reaction Database (ORD), a public repository of structured organic reaction records. The task is: describe an organic reaction: reactants, conditions, products, and yield Starting materials: COC=1C=C(C#N)C=C(C1NC)OC (3,5-dimethoxy-4-methylaminobenzonitrile), C(=O)O (formic acid), p-formaldehyde, O (water). Reagents/catalysts: [Ni] (Raney-nickel). Yields the product CN(C1=C(C=C(C=O)C=C1OC)OC)C (4-dimethylamino-3,5-dimethoxybenzaldehyde). RXN SMILES: [CH3:1][O:2][C:3]1[CH:4]=[C:5]([CH:8]=[C:9]([O:13][CH3:14])[C:10]=1[NH:11][CH3:12])[C:6]#N.[CH:15](O)=O.[OH2:18]>[Ni]>[CH3:12][N:11]([CH3:15])[C:10]1[C:3]([O:2][CH3:1])=[CH:4][C:5]([CH:6]=[O:18])=[CH:8][C:9]=1[O:13][CH3:14]. Procedure details: A mixture of 91 g of the 3,5-dimethoxy-4-methylaminobenzonitrile obtained in Example 2, 726 g of formic acid and 29 g of p-formaldehyde are heated to reflux for 1 hour. The mixture is then cooled to 20°-30° C. and treated with 181 ml of water and 91 g of Raney-nickel alloy. The reaction mixture is heated to reflux for 1.5 hours, whereby the reaction starts vigorously at 80° C. The reaction mixture is cooled to 25°-30° C. and filtered in such a manner that the metal is always covered with solvent... Reactants: FC1=C(C=CC=C1)NC(NC1=CC=C(C=C1)C=1C=C2CN(C(C2=CC1)=O)[C@H](C(=O)O)C(C)C)=S ((S)-2-(5-(4-(3-(2-Fluorophenyl)thioureido)phenyl)-1-oxoisoindolin-2-yl)-3-methylbutanoic acid), ClC1=CC=C(C=C1)NC(NC1=CC=C(C=C1)C=1C=C2CN(C(C2=CC1)=O)[C@H](C(=O)OC)C(C)C)=S ((S)-Methyl 2-(5-(4-(3-(4-chlorophenyl)thioureido)phenyl)-1-oxoisoindolin-2-yl)-3-methylbutanoate). The product is ClC1=CC=C(C=C1)NC(NC1=CC=C(C=C1)C=1C=C2CN(C(C2=CC1)=O)[C@H](C(=O)O)C(C)C)=S ((S)-2-(5-(4-(3-(4-Chlorophenyl)thioureido)phenyl)-1-oxoisoindolin-2-yl)-3-methylbutanoic acid). Yield: 94.0%. RXN SMILES: FC1C=CC=CC=1NC(=S)NC1C=CC(C2C=C3C(=CC=2)C(=O)N([C@@H](C(C)C)C(O)=O)C3)=CC=1.[Cl:35][C:36]1[CH:41]=[CH:40][C:39]([NH:42][C:43](=[S:69])[NH:44][C:45]2[CH:50]=[CH:49][C:48]([C:51]3[CH:52]=[C:53]4[C:57](=[CH:58][CH:59]=3)[C:56](=[O:60])[N:55]([C@@H:61]([CH:66]([CH3:68])[CH3:67])[C:62]([O:64]C)=[O:63])[CH2:54]4)=[CH:47][CH:46]=2)=[CH:38][CH:37]=1>>[Cl:35][C:36]1[CH:37]=[CH:38][C:39]([NH:42][C:43](=[S:69])[NH:44][C:45]2[CH:50]=[CH:49][C:48]([C:51]3[CH:52]=[C:53]4[C:57](=[CH:58][CH:59]=3)[C:56](=[O:60])[N:55]([C@@H:61]([CH:66]([CH3:67])[CH3:68])[C:62]([OH:64])=[O:63])[CH2:54]4)=[CH:47][CH:46]=2)=[CH:40][CH:41]=1. Procedure details: The compound of example 265 was prepared analogous to compound of example 257 by hydrolysis of compound of example 264. Reactants: BrB(Br)Br, COc1cc(F)cc(Cl)c1, ClCCl, [Na+], O=C([O-])O. Yields the product Oc1cc(F)cc(Cl)c1. RXN SMILES: [B:11]([Br:12])([Br:13])[Br:14].[Cl:1][c:2]1[cH:3][c:4]([O:9][CH3:10])[cH:5][c:6]([F:8])[cH:7]1.[Cl:20][CH2:21][Cl:22].[Na+:19].[O-:15][C:16]([OH:17])=[O:18]>>[Cl:1][c:2]1[cH:3][c:4]([OH:9])[cH:5][c:6]([F:8])[cH:7]1. Starting materials: BrN1C(CCC1=O)=O (1-bromo-2,5-pyrrolidinedione), CC1=CC=C(C=C1)C=1C(=CC=CC1)C(=O)OC (methyl 4'-methyl-(1,1'biphenyl)-2-carboxylate), C(C1=CC=CC=C1)(=O)OOC(C1=CC=CC=C1)=O (dibenzoyl peroxide). The solvent is ClC(Cl)(Cl)Cl (tetrachloromethane). Conditions: time 2.5 hour. Product: BrCC1=CC=C(C=C1)C=1C(=CC=CC1)C(=O)OC (methyl 4'-(bromomethyl)[1,1'-biphenyl]-2-carboxylate). Isolated yield 100.0%. Reaction SMILES: [CH3:1][C:2]1[CH:7]=[CH:6][C:5]([C:8]2[C:9]([C:14]([O:16][CH3:17])=[O:15])=[CH:10][CH:11]=[CH:12][CH:13]=2)=[CH:4][CH:3]=1.[Br:18]N1C(=O)CCC1=O.C(OOC(=O)C1C=CC=CC=1)(=O)C1C=CC=CC=1>ClC(Cl)(Cl)Cl>[Br:18][CH2:1][C:2]1[CH:7]=[CH:6][C:5]([C:8]2[C:9]([C:14]([O:16][CH3:17])=[O:15])=[CH:10][CH:11]=[CH:12][CH:13]=2)=[CH:4][CH:3]=1. Procedure details: 22.3 g of methyl 4'-methyl-(1,1'biphenyl)-2-carboxylate were dissolved in 900 ml of tetrachloromethane under a nitrogen flow. Then there were added 17.8 g of 1-bromo-2,5-pyrrolidinedione and a catalytic amount of dibenzoyl peroxide. After stirring for 2.5 hours at reflux temperature under a nitrogen atmosphere, the reaction mixture was cooled and filtered. The filtrate was evaporated, yielding >30 g (100% ) of methyl 4'-(bromomethyl)[1,1'-biphenyl]-2-carboxylate as a crude residue (interm. 44). Starting materials: C=CCOC(=O)Cl, CC(C)(C)OC(=O)N1CCC(c2c[nH]c3ccc(N)nc23)CC1, c1ccncc1. The product is C=CCOC(=O)Nc1ccc2[nH]cc(C3CCN(C(=O)OC(C)(C)C)CC3)c2n1. RXN SMILES: [Cl:24][C:25](=[O:26])[O:27][CH2:28][CH:29]=[CH2:30].[NH2:1][c:2]1[cH:3][cH:4][c:5]2[c:6]([n:7]1)[c:8]([CH:11]1[CH2:12][CH2:13][N:14]([C:17](=[O:18])[O:19][C:20]([CH3:21])([CH3:22])[CH3:23])[CH2:15][CH2:16]1)[cH:9][nH:10]2.[cH:31]1[cH:32][cH:33][n:34][cH:35][cH:36]1>>[NH:1]([c:2]1[cH:3][cH:4][c:5]2[c:6]([n:7]1)[c:8]([CH:11]1[CH2:12][CH2:13][N:14]([C:17](=[O:18])[O:19][C:20]([CH3:21])([CH3:22])[CH3:23])[CH2:15][CH2:16]1)[cH:9][nH:10]2)[C:25](=[O:26])[O:27][CH2:28][CH:29]=[CH2:30]. Starting materials: Nc1ccc(C(=O)CCC2CCN(Cc3ccccc3)CC2)cc1, CCO, CCc1cncnc1Cl, Cl. Yields the product CCc1cncnc1Nc1ccc(C(=O)CCC2CCN(Cc3ccccc3)CC2)cc1. Reaction SMILES: [CH2:1]([c:2]1[cH:3][cH:4][cH:5][cH:6][cH:7]1)[N:8]1[CH2:9][CH2:10][CH:11]([CH2:14][CH2:15][C:16](=[O:17])[c:18]2[cH:19][cH:20][c:21]([NH2:22])[cH:23][cH:24]2)[CH2:12][CH2:13]1.[CH3:35][CH2:36][OH:37].[Cl:25][c:26]1[n:27][cH:28][n:29][cH:30][c:31]1[CH2:32][CH3:33].[ClH:34]>>[CH2:1]([c:2]1[cH:3][cH:4][cH:5][cH:6][cH:7]1)[N:8]1[CH2:9][CH2:10][CH:11]([CH2:14][CH2:15][C:16](=[O:17])[c:18]2[cH:19][cH:20][c:21]([NH:22][c:26]3[n:27][cH:28][n:29][cH:30][c:31]3[CH2:32][CH3:33])[cH:23][cH:24]2)[CH2:12][CH2:13]1. Procedure details: A mixture of methyl 4-bromo-3-(trifluoromethyl)benzoate (3.0 g, 10.6 mmol), 2-ethylphenylboronic acid (2.38 g, 15.9 mmol), cesium fluoride (4.83 g, 31.8 mmol), palladium acetate (48 mg, 0.21 mmol) and 2-dicyclohexylphosphino-2′,6′-dimethoxybiphenyl (261 mg, 0.64 mmol) was prepared in dioxane (30 mL) and water (15 mL), and then heated at 90° C. for 2.5 hours. The reaction mixture was diluted with MTBE (150 mL) and washed with water (50 mL) and brine (50 mL). The aqueous layers were extracted with... Reagents/catalysts: C(C)(=O)[O-].[Pd+2].C(C)(=O)[O-] (palladium acetate). As a reaction SMILES: Br[C:2]1[CH:11]=[CH:10][C:5]([C:6]([O:8][CH3:9])=[O:7])=[CH:4][C:3]=1[C:12]([F:15])([F:14])[F:13].[CH2:16]([C:18]1[CH:23]=[CH:22][CH:21]=[CH:20][C:19]=1B(O)O)[CH3:17].[F-].[Cs+].C1(P(C2CCCCC2)C2C=CC=CC=2C2C(OC)=CC=CC=2OC)CCCCC1>O1CCOCC1.O.CC(OC)(C)C.C([O-])(=O)C.[Pd+2].C([O-])(=O)C>[CH2:16]([C:18]1[CH:23]=[CH:22][CH:21]=[CH:20][C:19]=1[C:2]1[CH:11]=[CH:10][C:5]([C:6]([O:8][CH3:9])=[O:7])=[CH:4][C:3]=1[C:12]([F:15])([F:14])[F:13])[CH3:17] |f:2.3,8.9.10|. Reactants: BrC1=C(C=C(C(=O)OC)C=C1)C(F)(F)F (methyl 4-bromo-3-(trifluoromethyl)benzoate), C(C)C1=C(C=CC=C1)B(O)O (2-ethylphenylboronic acid), [F-].[Cs+] (cesium fluoride), C1(CCCCC1)P(C1=C(C=CC=C1)C1=C(C=CC=C1OC)OC)C1CCCCC1 (2-dicyclohexylphosphino-2′,6′-dimethoxybiphenyl). The product is C(C)C1=C(C=CC=C1)C1=C(C=C(C=C1)C(=O)OC)C(F)(F)F (methyl 2′-ethyl-2-(trifluoromethyl)biphenyl-4-carboxylate), oil. Solvent: CC(C)(C)OC (MTBE), O (water), O1CCOCC1 (dioxane). Isolated yield 93.0%. Reactants: CC(=O)O, O=C1OC(=O)c2c1cccc2[N+](=O)[O-], COc1ccc(C(N)CC(=O)O)cc1. The product is COc1ccc(C(CC(=O)O)N2C(=O)c3cccc([N+](=O)[O-])c3C2=O)cc1. As a reaction SMILES: [CH3:29][C:30](=[O:31])[OH:32].[N+:1](=[O:2])([O-:3])[c:4]1[c:5]2[c:6]([cH:12][cH:13][cH:14]1)[C:7](=[O:8])[O:9][C:10]2=[O:11].[NH2:15][CH:16]([CH2:17][C:18](=[O:19])[OH:20])[c:21]1[cH:22][cH:23][c:24]([O:27][CH3:28])[cH:25][cH:26]1>>[N+:1](=[O:2])([O-:3])[c:4]1[c:5]2[c:6]([cH:12][cH:13][cH:14]1)[C:7](=[O:9])[N:15]([CH:16]([CH2:17][C:18](=[O:19])[OH:20])[c:21]1[cH:22][cH:23][c:24]([O:27][CH3:28])[cH:25][cH:26]1)[C:10]2=[O:11].